From a dataset of the Open Reaction Database (ORD), a public repository of structured organic reaction records. describe an organic reaction: reactants, conditions, products, and yield Reactants: CN(C)CC1=CC2=C(CN(CC2)C(=O)C=2SC(=CC2)\C=C\C2=CC=CC=C2)O1 ((E)-N,N-Dimethyl-[6-[5-(2-phenylethenyl)thiophene-2-carbonyl]-4,5,6,7-tetrahydrofuro[2,3-c]pyridin-2-ylmethyl]amine), Cl (hydrogen chloride). Solvent: CO (methanol), C(C)(=O)OCC (ethyl acetate). The product is Cl.CN(C)CC1=CC2=C(CN(CC2)C(=O)C=2SC(=CC2)\C=C\C2=CC=CC=C2)O1 ((E)-N,N-dimethyl-[6-[5-(2-phenylethenyl)thiophene-2-carbonyl]-4,5,6,7-tetrahydrofuro[2,3-c]pyridin-2-ylmethyl]amine hydrochloride). RXN SMILES: [CH3:1][N:2]([CH2:4][C:5]1[O:28][C:8]2[CH2:9][N:10]([C:13]([C:15]3[S:16][C:17](/[CH:20]=[CH:21]/[C:22]4[CH:27]=[CH:26][CH:25]=[CH:24][CH:23]=4)=[CH:18][CH:19]=3)=[O:14])[CH2:11][CH2:12][C:7]=2[CH:6]=1)[CH3:3].[ClH:29]>CO.C(OCC)(=O)C>[ClH:29].[CH3:1][N:2]([CH2:4][C:5]1[O:28][C:8]2[CH2:9][N:10]([C:13]([C:15]3[S:16][C:17](/[CH:20]=[CH:21]/[C:22]4[CH:23]=[CH:24][CH:25]=[CH:26][CH:27]=4)=[CH:18][CH:19]=3)=[O:14])[CH2:11][CH2:12][C:7]=2[CH:6]=1)[CH3:3] |f:4.5|. Reported procedure: (E)-N,N-Dimethyl-[6-[5-(2-phenylethenyl)thiophene-2-carbonyl]-4,5,6,7-tetrahydrofuro[2,3-c]pyridin-2-ylmethyl]amine 0.165 g was dissolved in 2 ml of methanol; hydrogen chloride in ethyl acetate was added in excess, followed by stirring. This mixture was concentrated and washed with diethyl ether to yield the desired product. The reactants are C1(CCCCC1)(C(=O)OC)C(=O)OC (dimethyl cyclohexane-1,1-dicarboxylate), [H-].C(C(C)C)[Al+]CC(C)C (diisobutylaluminum hydride). The solvent is ClCCl (dichloromethane). Reaction conditions: time 3 hour. Product: COC(=O)C1(CCCCC1)C=O (1-Formyl-Cyclohexanecarboxylic Acid Methyl Ester). As a reaction SMILES: [C:1]1([C:11](OC)=[O:12])([C:7]([O:9][CH3:10])=[O:8])[CH2:6][CH2:5][CH2:4][CH2:3][CH2:2]1.[H-].C([Al+]CC(C)C)C(C)C>ClCCl>[CH3:10][O:9][C:7]([C:1]1([CH:11]=[O:12])[CH2:2][CH2:3][CH2:4][CH2:5][CH2:6]1)=[O:8] |f:1.2|. Reported procedure: To a solution of dimethyl cyclohexane-1,1-dicarboxylate (2.8 g, 14.0 mmol) in dichloromethane(55 mL) at −78° C. under a nitrogen atmosphere was added diisobutylaluminum hydride (1.5M in toluene, 19 mL, 28 mmol) dropwise. After 3 h, the reaction mixture was quenched with saturated aqueous NH4Cl solution (11 mL), then 1N HCl (14 mL) and allowed to warm to room temperature. The mixture was filtered through Celite@ and the organic phase was separated, was dried (MgSO4) and was evaporated in vacuo to... The reactants are CCOC(=O)c1ccccc1Br, Cc1ccccc1, ClCCl, [K+], [K+], Nc1ccc2ccncc2c1, O=C([O-])[O-], CC(=O)[O-], CC(=O)[O-], [Pd+2], c1ccc(P(c2ccccc2)c2ccc3ccccc3c2-c2c(P(c3ccccc3)c3ccccc3)ccc3ccccc23)cc1. The product is CCOC(=O)c1ccccc1Nc1ccc2ccncc2c1. As a reaction SMILES: [CH2:1]([CH3:2])[O:3][C:4]([c:5]1[c:6]([Br:11])[cH:7][cH:8][cH:9][cH:10]1)=[O:12].[CH3:76][c:77]1[cH:78][cH:79][cH:80][cH:81][cH:82]1.[Cl:83][CH2:84][Cl:85].[K+:70].[K+:71].[NH2:13][c:14]1[cH:15][cH:16][c:17]2[cH:18][cH:19][n:20][cH:21][c:22]2[cH:23]1.[O-:72][C:73]([O-:74])=[O:75].[O-:87][C:88]([CH3:89])=[O:90].[O-:91][C:92]([CH3:93])=[O:94].[Pd+2:86].[cH:24]1[cH:25][cH:26][c:27]([P:28]([c:29]2[cH:30][cH:31][c:32]3[c:33]([cH:34][cH:35][cH:36][cH:37]3)[c:38]2-[c:39]2[c:40]3[c:41]([cH:42][cH:43][cH:44][cH:45]3)[cH:46][cH:47][c:48]2[P:49]([c:50]2[cH:51][cH:52][cH:53][cH:54][cH:55]2)[c:56]2[cH:57][cH:58][cH:59][cH:60][cH:61]2)[c:62]2[cH:63][cH:64][cH:65][cH:66][cH:67]2)[cH:68][cH:69]1>>[CH2:1]([CH3:2])[O:3][C:4]([c:5]1[c:6]([NH:13][c:14]2[cH:15][cH:16][c:17]3[cH:18][cH:19][n:20][cH:21][c:22]3[cH:23]2)[cH:7][cH:8][cH:9][cH:10]1)=[O:12]. Reactants: CCc1ccc(N)cc1, CC(=O)OC(C)=O, Cc1cccc([N+](=O)[O-])c1N, O, O=[N+]([O-])O. Yields the product CCc1ccc(N)c([N+](=O)[O-])c1. RXN SMILES: [CH2:12]([CH3:13])[c:14]1[cH:15][cH:16][c:17]([NH2:18])[cH:19][cH:20]1.[CH3:21][C:22]([O:23][C:24](=[O:25])[CH3:26])=[O:27].[NH2:1][c:2]1[c:3]([N+:8](=[O:9])[O-:10])[cH:4][cH:5][cH:6][c:7]1[CH3:11].[OH2:32].[OH:28][N+:29](=[O:30])[O-:31]>>[N+:8](=[O:9])([O-:10])[c:16]1[cH:15][c:14]([CH2:12][CH3:13])[cH:20][cH:19][c:17]1[NH2:18]. Reactants: [N+](=O)([O-])C1=CC=C(C=N1)N1CC2(CN(C2)C(=O)OC(C)(C)C)C1 (tert-butyl 6-(6-nitropyridin-3-yl)-2,6-diazaspiro[3.3]heptane-2-carboxylate), C(C)(=O)OCC (ethyl acetate). Reagents/catalysts: [Pd] (Pd/C). The solvent is CO (methanol). Conditions: temperature 25 celsius, time 8 hour. Product: C(C)(C)(C)OC(=O)N1CC2(C1)CN(C2)C=2C=NC(=CC2)N (6-(6-Amino-pyridin-3-yl)-2,6-diaza-spiro[3.3]heptane-2-carboxylic acid tert-butyl ester). Isolated yield 31.3%. RXN SMILES: [N+:1]([C:4]1[N:9]=[CH:8][C:7]([N:10]2[CH2:23][C:12]3([CH2:15][N:14]([C:16]([O:18][C:19]([CH3:22])([CH3:21])[CH3:20])=[O:17])[CH2:13]3)[CH2:11]2)=[CH:6][CH:5]=1)([O-])=O.C(OCC)(=O)C>[Pd].CO>[C:19]([O:18][C:16]([N:14]1[CH2:13][C:12]2([CH2:23][N:10]([C:7]3[CH:8]=[N:9][C:4]([NH2:1])=[CH:5][CH:6]=3)[CH2:11]2)[CH2:15]1)=[O:17])([CH3:22])([CH3:20])[CH3:21]. Procedure details: In a 500 mL pear-shaped flask, tert-butyl 6-(6-nitropyridin-3-yl)-2,6-diazaspiro[3.3]heptane-2-carboxylate (4.54 g, 14.2 mmol) and 10% Pd/C (662 mg, 6.22 mmol) were combined with ethyl acetate (150 ml) and methanol (50 ml) to give a black suspension. The mixture was evacuated and filled with H2 twice, then stirred overnight at 25° C. under balloon pressure of H2. The mixture was filtered over celite and the filter cake was washed with MeOH. The filtrate was concentrated in vacuo to give a purple... Starting materials: C(C)(C)(C)OC(=O)NCC1=NN=C(O1)C(=O)OCC (Ethyl 5-{[(tert-butoxy)carbonylamino]methyl}-1,3,4-oxadiazole-2-carboxylate), Cl (hydrogen chloride), C(C)(C)(C)OC(=O)NCC1=NN=C(O1)C(=O)OCC (Ethyl 5-{[(tert-butoxy)carbonylamino]methyl}-1,3,4-oxadiazole-2-carboxylate). Solvent: O1CCOCC1 (1,4-dioxan). Reaction conditions: time 30 minute. Product: NCC1=NN=C(O1)C(=O)OCC (Ethyl 5-(aminomethyl)-1,3,4-oxadiazole-2-carboxylate). Yield: 93.5%. Reaction SMILES: C(OC([NH:8][CH2:9][C:10]1[O:14][C:13]([C:15]([O:17][CH2:18][CH3:19])=[O:16])=[N:12][N:11]=1)=O)(C)(C)C.Cl>O1CCOCC1>[NH2:8][CH2:9][C:10]1[O:14][C:13]([C:15]([O:17][CH2:18][CH3:19])=[O:16])=[N:12][N:11]=1. Reported procedure: In an alternative procedure, compound 8 (33.3 g, 0.12 mol) is added portionwise to a 0° C. commercially available solution of hydrogen chloride in 1,4-dioxan (Aldrich, 4 M, 750 ml.) Compound 8 slowly dissolves to afford a clear yellow solution. After stirring for approximately 30 minutes, the reaction mixture turns cloudy. The starting material is consumed in about two hours, as determined by TLC on silica using methylene chloride:ethyl acetate (9:1) as the eluent. The reaction mixture is filter...